Dataset: the Open Reaction Database (ORD), a public repository of structured organic reaction records. Task: describe an organic reaction: reactants, conditions, products, and yield Starting materials: CC#N, O=C(CCl)c1ccc(Cl)cc1Cl, ClCCl, O, c1c[nH]cn1. Product: O=C(Cc1ncc[nH]1)c1ccc(Cl)cc1Cl. Reaction SMILES: [CH3:18][C:19]#[N:20].[Cl:1][c:2]1[c:3]([C:9]([CH2:10][Cl:11])=[O:12])[cH:4][cH:5][c:6]([Cl:8])[cH:7]1.[Cl:21][CH2:22][Cl:23].[OH2:24].[nH:13]1[cH:14][n:15][cH:16][cH:17]1>>[Cl:1][c:2]1[c:3]([C:9]([CH2:10][c:14]2[nH:13][cH:17][cH:16][n:15]2)=[O:12])[cH:4][cH:5][c:6]([Cl:8])[cH:7]1.